From a dataset of the Open Reaction Database (ORD), a public repository of structured organic reaction records. describe an organic reaction: reactants, conditions, products, and yield Starting materials: C([C@@H]1[C@@H]([C@@H]([C@H](C(O1)OC[C@@H]2[C@H]([C@@H]([C@H](C(O2)O[C@]3([C@H]([C@@H]([C@H](O3)CO)O)O)CO)O)O)O)O)O)O)O.O.O.O.O.O (D-raffinose pentahydrate). Solvent: CN(C=O)C (dimethylformamide). The product is C([C@@H]1[C@@H]([C@@H]([C@H]([C@H](O1)OC[C@@H]2[C@H]([C@@H]([C@H]([C@H](O2)O[C@]3([C@H]([C@@H]([C@H](O3)CO)O)O)CO)O)O)O)O)O)O)O (raffinose). Isolated yield 311.1%. RXN SMILES: [CH2:1]([OH:34])[C@H:2]1[O:7][CH:6]([O:8][CH2:9][C@H:10]2[O:15][CH:14]([O:16][C@:17]3([CH2:26][OH:27])[O:21][C@H:20]([CH2:22][OH:23])[C@@H:19]([OH:24])[C@@H:18]3[OH:25])[C@H:13]([OH:28])[C@@H:12]([OH:29])[C@@H:11]2[OH:30])[C@H:5]([OH:31])[C@@H:4]([OH:32])[C@H:3]1[OH:33].O.O.O.O.O>CN(C)C=O>[CH2:1]([OH:34])[C@H:2]1[O:7][C@H:6]([O:8][CH2:9][C@H:10]2[O:15][C@H:14]([O:16][C@:17]3([CH2:26][OH:27])[O:21][C@H:20]([CH2:22][OH:23])[C@@H:19]([OH:24])[C@@H:18]3[OH:25])[C@H:13]([OH:28])[C@@H:12]([OH:29])[C@@H:11]2[OH:30])[C@H:5]([OH:31])[C@@H:4]([OH:32])[C@H:3]1[OH:33] |f:0.1.2.3.4.5|. Reported procedure: A solution of 2.0 g of D-raffinose pentahydrate in 50 ml of absolute dimethylformamide was stirred at 60° C. for 20 hours in the presence of 10.3 g of sulphur trioxide-trimethylamine complex, whereby a precipitate separated. The solvent was decanted off. The residue was washed with methanol, dissolved in 64 ml of aqueous 10% sodium acetate solution and concentrated. The residue was taken up several times in water and evaporated to remove trimethylamine. The residue was gel-chromatographed (Sepha... Reactants: CC(=O)O[BH-](OC(C)=O)OC(C)=O, CCOC1CN(C(=O)OC(C)(C)C)CCC1=O, ClCCCl, NCc1ccccc1, [Na+]. Product: CCOC1CN(C(=O)OC(C)(C)C)CCC1NCc1ccccc1. As a reaction SMILES: [C:26]([O:27][BH-:28]([O:29][C:30](=[O:31])[CH3:32])[O:33][C:34](=[O:35])[CH3:36])(=[O:37])[CH3:38].[CH2:1]([CH3:2])[O:3][CH:4]1[CH2:5][N:6]([C:11](=[O:12])[O:13][C:14]([CH3:15])([CH3:16])[CH3:17])[CH2:7][CH2:8][C:9]1=[O:10].[Cl:40][CH2:41][CH2:42][Cl:43].[NH2:18][CH2:19][c:20]1[cH:21][cH:22][cH:23][cH:24][cH:25]1.[Na+:39]>>[CH2:1]([CH3:2])[O:3][CH:4]1[CH2:5][N:6]([C:11](=[O:12])[O:13][C:14]([CH3:15])([CH3:16])[CH3:17])[CH2:7][CH2:8][CH:9]1[NH:18][CH2:19][c:20]1[cH:21][cH:22][cH:23][cH:24][cH:25]1. Starting materials: ClCC=1C=C(C(=O)NC=2SC3=C(N2)C(=CC=C3N3CCOCC3)OC)C=CN1 (2-Chloromethyl-N-(4-methoxy-7-morpholin-4-yl-benzothiazol-2-yl)-isonicotinamide), COCCNC (N-(2-methoxyethyl)-methylamine). Conditions: temperature 60 celsius. The product is COCCN(C)CC=1C=C(C(=O)NC=2SC3=C(N2)C(=CC=C3N3CCOCC3)OC)C=CN1 (2-{[(2-Methoxy-ethyl)-methyl-amino]-methyl}-N-(4-methoxy-7-morpholin-4-yl-benzothiazol-2-yl)-isonicotinamide), crystals. Yield: 71.0%. RXN SMILES: Cl[CH2:2][C:3]1[CH:4]=[C:5]([CH:26]=[CH:27][N:28]=1)[C:6]([NH:8][C:9]1[S:10][C:11]2[C:17]([N:18]3[CH2:23][CH2:22][O:21][CH2:20][CH2:19]3)=[CH:16][CH:15]=[C:14]([O:24][CH3:25])[C:12]=2[N:13]=1)=[O:7].[CH3:29][O:30][CH2:31][CH2:32][NH:33][CH3:34]>>[CH3:29][O:30][CH2:31][CH2:32][N:33]([CH2:2][C:3]1[CH:4]=[C:5]([CH:26]=[CH:27][N:28]=1)[C:6]([NH:8][C:9]1[S:10][C:11]2[C:17]([N:18]3[CH2:23][CH2:22][O:21][CH2:20][CH2:19]3)=[CH:16][CH:15]=[C:14]([O:24][CH3:25])[C:12]=2[N:13]=1)=[O:7])[CH3:34]. Procedure: 2-Chloromethyl-N-(4-methoxy-7-morpholin-4-yl-benzothiazol-2-yl)-isonicotinamide (240 mg, 0.55 mmol) is dissolved in N-(2-methoxyethyl)-methylamine (1.0 g, 12 mmol) and the mixture heated to 60° C. for 1 h. The volatile components are removed in vacuo and the residue chromatographed over SiO2 eluting with dichloromethane/methanol 19/1. The title compound was obtained as yellow crystals (170 mg, 71% yield). MS: m/e=472(M+H+). Following the general method of example 46 the compounds of examples 47-... Starting materials: C(C)(C)(C)OC(=O)N[C@H](C(=O)N[C@H](C(=O)O)CC1=CC(=C(C=C1)OCC(=O)OC)C(=O)OC)CC1=CC=CC=C1 ((2S)-2-({(2S)-2-[(tert-butoxycarbonyl)amino]-3-phenylpropanoyl}amino)-3-[3-(methoxycarbonyl)-4-(2-methoxy-2-oxoethoxy)phenyl]propanoic acid), C1(=CC=CC=C1)CCCN (3-phenylpropylamine). The product is C(C)(C)(C)OC(=O)N[C@H](C(=O)N[C@@H](CC=1C=CC(=C(C(=O)O)C1)OCC(=O)O)C(NCCCC1=CC=CC=C1)=O)CC1=CC=CC=C1 (5-{(2S)-2-({(2S)-2-[(tert-Butoxycarbonyl)amino]-3-phenylpropanoyl}amino)-3-oxo-3-[(3-phenylpropyl)amino]propyl}-2-(carboxymethoxy)benzoic Acid). RXN SMILES: [C:1]([O:5][C:6]([NH:8][C@@H:9]([CH2:34][C:35]1[CH:40]=[CH:39][CH:38]=[CH:37][CH:36]=1)[C:10]([NH:12][C@@H:13]([CH2:17][C:18]1[CH:23]=[CH:22][C:21]([O:24][CH2:25][C:26]([O:28]C)=[O:27])=[C:20]([C:30]([O:32]C)=[O:31])[CH:19]=1)[C:14](O)=[O:15])=[O:11])=[O:7])([CH3:4])([CH3:3])[CH3:2].[C:41]1([CH2:47][CH2:48][CH2:49][NH2:50])[CH:46]=[CH:45][CH:44]=[CH:43][CH:42]=1>>[C:1]([O:5][C:6]([NH:8][C@@H:9]([CH2:34][C:35]1[CH:40]=[CH:39][CH:38]=[CH:37][CH:36]=1)[C:10]([NH:12][C@H:13]([C:14](=[O:15])[NH:50][CH2:49][CH2:48][CH2:47][C:41]1[CH:46]=[CH:45][CH:44]=[CH:43][CH:42]=1)[CH2:17][C:18]1[CH:23]=[CH:22][C:21]([O:24][CH2:25][C:26]([OH:28])=[O:27])=[C:20]([CH:19]=1)[C:30]([OH:32])=[O:31])=[O:11])=[O:7])([CH3:2])([CH3:4])[CH3:3]. Reported procedure: Synthesis was performed from (2S)-2-({(2S)-2-[(tert-butoxycarbonyl)amino]-3-phenylpropanoyl}amino)-3-[3-(methoxycarbonyl)-4-(2-methoxy-2-oxoethoxy)phenyl]propanoic acid and 3-phenylpropylamine (41 uL) according to Method A to give the title compound (48 mg). 1H-NMR (400 MHz, CD3OD) d 7.79 (s, 1H), 7.40 (d, J=8.5 Hz, 1H), 7.26-7.13 (m, 10H), 6.99 (d, J=8.5 Hz, 1H), 4.72 (s, 2H), 4.52 (t, J=6.8 Hz, 1H), 4.25 (dd, J=5.3 Hz, J=9.2 Hz, 1H), 3.18 (m, 1H), 3.09-2.92 (m, 4H), 2.77 (dd, J=9.5 Hz, J=13.5 ...